describe an organic reaction: reactants, conditions, products, and yield From a dataset of the Open Reaction Database (ORD), a public repository of structured organic reaction records. Reactants: CN1CC(CNN)CC2c3cccc4[nH]cc(c34)CC21, CN(C)C(=O)Cl. Yields the product CN(C)C(=O)NNCC1CC2c3cccc4[nH]cc(c34)CC2N(C)C1. RXN SMILES: [CH3:1][N:2]1[CH2:3][CH:4]([CH2:18][NH:19][NH2:20])[CH2:5][CH:6]2[c:7]3[cH:8][cH:9][cH:10][c:11]4[nH:12][cH:13][c:14]([c:17]34)[CH2:15][CH:16]12.[CH3:21][N:22]([C:23](=[O:24])[Cl:25])[CH3:26]>>[CH3:1][N:2]1[CH2:3][CH:4]([CH2:18][NH:19][NH:20][C:23]([N:22]([CH3:21])[CH3:26])=[O:24])[CH2:5][CH:6]2[c:7]3[cH:8][cH:9][cH:10][c:11]4[nH:12][cH:13][c:14]([c:17]34)[CH2:15][CH:16]12.